From a dataset of the Open Reaction Database (ORD), a public repository of structured organic reaction records. describe an organic reaction: reactants, conditions, products, and yield The reactants are ClCCl, COCCl, CCN(C(C)C)C(C)C, O, N#Cc1ccc(-c2ccc(O)cc2)cc1. The product is COCOc1ccc(-c2ccc(C#N)cc2)cc1. RXN SMILES: [CH2:30]([Cl:31])[Cl:32].[CH3:1][O:2][CH2:3][Cl:4].[CH:5]([N:6]([CH:7]([CH3:8])[CH3:9])[CH2:10][CH3:11])([CH3:12])[CH3:13].[OH2:29].[OH:14][c:15]1[cH:16][cH:17][c:18](-[c:21]2[cH:22][cH:23][c:24]([C:27]#[N:28])[cH:25][cH:26]2)[cH:19][cH:20]1>>[CH3:1][O:2][CH2:3][O:14][c:15]1[cH:16][cH:17][c:18](-[c:21]2[cH:22][cH:23][c:24]([C:27]#[N:28])[cH:25][cH:26]2)[cH:19][cH:20]1. The reagents and catalysts are [Ni] (Raney nickel). As a reaction SMILES: [N+:1]([C:4]1[CH:8]=[CH:7][N:6]([CH2:9][CH2:10][CH2:11][OH:12])[N:5]=1)([O-])=O>O1CCCC1.NN.[Ni]>[NH2:1][C:4]1[CH:8]=[CH:7][N:6]([CH2:9][CH2:10][CH2:11][OH:12])[N:5]=1. Run in O1CCCC1 (tetrahydrofuran), NN (hydrazine), O1CCCC1 (tetrahydrofuran). The reactants are [N+](=O)([O-])C1=NN(C=C1)CCCO (3-(3-nitro-pyrazol-1-yl)-propan-1-ol). Procedure details: To a solution containing 3-(3-nitro-pyrazol-1-yl)-propan-1-ol (72 mg, 0.42 mmol) in tetrahydrofuran (2 mL), anhydrous hydrazine (100 μL) was added to the clear solution. Raney nickel (˜100 mg washed 3 times with 5 mL of anhydrous tetrahydrofuran) was then added in tetrahydrofuran (300 μL). Gas evolved from the mixture and the reaction was allowed to proceed for 5 min, after which time the raney nickel was removed by filtration through a celite plug. The solvent was removed in vacuo to afford 3-(... Conditions: time 5 minute. Product: NC1=NN(C=C1)CCCO (3-(3-amino-pyrazol-1-yl)-propan-1-ol). Reactants: COC(=O)c1ccc(Br)cc1OC, CO, Cl, [Na+], [OH-]. Product: COc1cc(Br)ccc1C(=O)O. As a reaction SMILES: [Br:1][c:2]1[cH:3][c:4]([O:12][CH3:13])[c:5]([C:6](=[O:7])[O:8][CH3:9])[cH:10][cH:11]1.[CH3:17][OH:18].[ClH:16].[Na+:15].[OH-:14]>>[Br:1][c:2]1[cH:3][c:4]([O:12][CH3:13])[c:5]([C:6](=[O:7])[OH:8])[cH:10][cH:11]1. Reactants: 1-bromo-1-(2-fluorophenyl)ethanone, C([O-])([O-])=O.[K+].[K+] (Potassium carbonate), C(#N)CC(=O)OCC (ethyl cyanoacetate), O (water), FC1=C(C=CC=C1)C(C)=O (2′-fluoroacetophenone). Yields the product C(#N)C(C(=O)OCC)CC(=O)C1=C(C=CC=C1)F (Ethyl 2-cyano-4-(2-fluorophenyl)-4-oxobutanoate). Isolated yield 124.0%. Run at time 1 hour. Reaction SMILES: [F:1][C:2]1[CH:7]=[CH:6][CH:5]=[CH:4][C:3]=1[C:8](=[O:10])[CH3:9].C(=O)([O-])[O-].[K+].[K+].[C:17]([CH2:19][C:20]([O:22][CH2:23][CH3:24])=[O:21])#[N:18].O>C(OCC)(=O)C.CC(C)=O.[Cu](Br)Br>[C:17]([CH:19]([CH2:9][C:8]([C:3]1[CH:4]=[CH:5][CH:6]=[CH:7][C:2]=1[F:1])=[O:10])[C:20]([O:22][CH2:23][CH3:24])=[O:21])#[N:18] |f:1.2.3|. Reagents/catalysts: [Cu](Br)Br (copper (II) bromide). Procedure details: To a solution of 2′-fluoroacetophenone (28.6 g) in ethyl acetate (400 mL), copper (II) bromide (92.6 g) was added, and the mixture was heated under reflux for 4 hr. The reaction mixture was cooled to room temperature and the insoluble material was filtered off. The filtrate was concentrated under reduced pressure to give crude 1-bromo-1-(2-fluorophenyl)ethanone (yield 90.5 g) as an oil. Potassium carbonate (88 g) was added to ethyl cyanoacetate (168 g), and the mixture was stirred at 45° C. for ... Solvent: CC(=O)C (acetone), C(C)(=O)OCC (ethyl acetate), C(C)(=O)OCC (ethyl acetate). Reactants: N=C1S[C@H]([C@@H](N1)C)C1=CC=C(C=C1)C (trans-2-imino-4-methyl-5-(4-methylphenyl)thiazolidine), C1(CCCCC1)N=C=O (cyclohexylisocyanate). Reagents/catalysts: C(C)N(CC)CC (triethylamine). The solvent is C1=CC=CC=C1 (benzene). Product: C1(CCCCC1)NC(=O)N=C1S[C@H]([C@@H](N1C(NC1CCCCC1)=O)C)C1=CC=C(C=C1)C (trans-2-cyclohexylcarbamoylimino-3-cyclohexylcarbamoyl-4-methyl-5-(4-methylphenyl)thiazolidine). The yield is 49.7%. As a reaction SMILES: [NH:1]=[C:2]1[NH:6][C@@H:5]([CH3:7])[C@H:4]([C:8]2[CH:13]=[CH:12][C:11]([CH3:14])=[CH:10][CH:9]=2)[S:3]1.[CH:15]1([N:21]=[C:22]=[O:23])[CH2:20][CH2:19][CH2:18][CH2:17][CH2:16]1>C1C=CC=CC=1.C(N(CC)CC)C>[CH:15]1([NH:21][C:22]([N:1]=[C:2]2[N:6]([C:22](=[O:23])[NH:21][CH:15]3[CH2:20][CH2:19][CH2:18][CH2:17][CH2:16]3)[C@@H:5]([CH3:7])[C@H:4]([C:8]3[CH:13]=[CH:12][C:11]([CH3:14])=[CH:10][CH:9]=3)[S:3]2)=[O:23])[CH2:20][CH2:19][CH2:18][CH2:17][CH2:16]1. Procedure details: 1.0 g of trans-2-imino-4-methyl-5-(4-methylphenyl)thiazolidine was dissolved in 20 ml of benzene. To the solution were added 1.3 g of cyclohexylisocyanate and one drop of triethylamine, respectively. The mixture was stirred for an hour at room temperature and refluxed for further an hour. The reaction solution was condensed under reduced pressure. The oily product obtained was purified by column chromatography to give 1.1 g of the title compound. Starting materials: O=C([O-])[O-], CCO, COCCOC, CC(C)n1nc(I)c2c(N)ncnc21, [Na+], [Na+], O=C(NC1=NCCS1)c1cccc(B(O)O)c1, c1ccc(P(c2ccccc2)(c2ccccc2)[Pd](P(c2ccccc2)(c2ccccc2)c2ccccc2)(P(c2ccccc2)(c2ccccc2)c2ccccc2)P(c2ccccc2)(c2ccccc2)c2ccccc2)cc1. Yields the product CC(C)n1nc(-c2cccc(C(=O)NC3=NCCS3)c2)c2c(N)ncnc21. As a reaction SMILES: [C:32](=[O:33])([O-:34])[O-:35].[CH3:38][CH2:39][OH:40].[CH3:41][O:42][CH2:43][CH2:44][O:45][CH3:46].[I:18][c:19]1[n:20][n:21]([CH:29]([CH3:30])[CH3:31])[c:22]2[n:23][cH:24][n:25][c:26]([NH2:28])[c:27]12.[Na+:36].[Na+:37].[S:1]1[C:2]([NH:6][C:7](=[O:8])[c:9]2[cH:10][c:11]([B:15]([OH:16])[OH:17])[cH:12][cH:13][cH:14]2)=[N:3][CH2:4][CH2:5]1.[cH:47]1[cH:48][cH:49][c:50]([P:51]([Pd:52]([P:53]([c:54]2[cH:55][cH:56][cH:57][cH:58][cH:59]2)([c:60]2[cH:61][cH:62][cH:63][cH:64][cH:65]2)[c:66]2[cH:67][cH:68][cH:69][cH:70][cH:71]2)([P:72]([c:73]2[cH:74][cH:75][cH:76][cH:77][cH:78]2)([c:79]2[cH:80][cH:81][cH:82][cH:83][cH:84]2)[c:85]2[cH:86][cH:87][cH:88][cH:89][cH:90]2)[P:91]([c:92]2[cH:93][cH:94][cH:95][cH:96][cH:97]2)([c:98]2[cH:99][cH:100][cH:101][cH:102][cH:103]2)[c:104]2[cH:105][cH:106][cH:107][cH:108][cH:109]2)([c:110]2[cH:111][cH:112][cH:113][cH:114][cH:115]2)[c:116]2[cH:117][cH:118][cH:119][cH:120][cH:121]2)[cH:122][cH:123]1>>[S:1]1[C:2]([NH:6][C:7](=[O:8])[c:9]2[cH:10][c:11](-[c:19]3[n:20][n:21]([CH:29]([CH3:30])[CH3:31])[c:22]4[n:23][cH:24][n:25][c:26]([NH2:28])[c:27]34)[cH:12][cH:13][cH:14]2)=[N:3][CH2:4][CH2:5]1. Starting materials: CC1=C(C(=CC=C1)C)N1C(N(CC1)C1=C(C=CC=C1C)C)=N (1,3-bis(2',6'-dimethylphenyl)-2-imino-imidazolidine), CI (methyl iodide), CC(=O)CC (methyl-ethyl-ketone), C(O)([O-])=O.[K+] (potassium hydrogencarbonate). The solvent is O (water). Run at time 8 hour. The product is I.CC1=C(C(=CC=C1)C)N1C(N(CC1)C1=C(C=CC=C1C)C)=NC (1,3-bis(2',6'-dimethylphenyl)-2-methylimino-imidazolidine hydroiodide). The yield is 82.4%. As a reaction SMILES: [CH3:1][C:2]1[CH:7]=[CH:6][CH:5]=[C:4]([CH3:8])[C:3]=1[N:9]1[CH2:13][CH2:12][N:11]([C:14]2[C:19]([CH3:20])=[CH:18][CH:17]=[CH:16][C:15]=2[CH3:21])[C:10]1=[NH:22].[CH3:23]C(CC)=O.C(=O)([O-])O.[K+].C[I:34]>O>[IH:34].[CH3:20][C:19]1[CH:18]=[CH:17][CH:16]=[C:15]([CH3:21])[C:14]=1[N:11]1[CH2:12][CH2:13][N:9]([C:3]2[C:4]([CH3:8])=[CH:5][CH:6]=[CH:7][C:2]=2[CH3:1])[C:10]1=[N:22][CH3:23] |f:2.3,6.7|. Procedure: A mixture of 8.3 g (28.3 mmoles) of 1,3-bis(2',6'-dimethylphenyl)-2-imino-imidazolidine, prepared as described in Example 1, Method (a), 150 ml of methyl-ethyl-ketone, 10.0 g (0.1 moles) of potassium hydrogencarbonate and 1.85 ml (4.26 g, 30 mmoles) of methyl iodide is stirred at room temperature for 8 hours. The separated precipitate is filtered off, and the filtrate is evaporated in vacuo. The residue is combined with the precipitate obtained with the previous operation, suspended in 150 ml of... Starting materials: C(C)N(C1=C(C=CC(=C1)OC)C1CC=2C=CC(=CC2CC1)OC(C(C)(C)C)=O)C(C1=CC=C(C=C1)O)=O (pivalic acid 6-{2-[ethyl(4-hydroxybenzoyl)amino]-4-methoxyphenyl}-5,6,7,8-tetrahydronaphthalen-2-yl ester), ClCC(=O)N(C)CC(C)C (2-chloro-N-isobutyl-N-methylacetamide). Yields the product C(C)N(C1=C(C=CC(=C1)OC)C1CC=2C=CC(=CC2CC1)O)CC1=CC=C(C=C1)OCCN(C)CC(C)C (6-{2-{Ethyl{4-[2-(isobutylmethylamino)ethoxy]benzyl}amino}-4-methoxyphenyl}-5,6,7,8-tetrahydronaphthalen-2-ol). The yield is 38.8%. Reaction SMILES: [CH2:1]([N:3]([C:29](=O)[C:30]1[CH:35]=[CH:34][C:33]([OH:36])=[CH:32][CH:31]=1)[C:4]1[CH:9]=[C:8]([O:10][CH3:11])[CH:7]=[CH:6][C:5]=1[CH:12]1[CH2:21][CH2:20][C:19]2[CH:18]=[C:17]([O:22]C(=O)C(C)(C)C)[CH:16]=[CH:15][C:14]=2[CH2:13]1)[CH3:2].Cl[CH2:39][C:40]([N:42]([CH2:44][CH:45]([CH3:47])[CH3:46])[CH3:43])=O>>[CH2:1]([N:3]([CH2:29][C:30]1[CH:31]=[CH:32][C:33]([O:36][CH2:39][CH2:40][N:42]([CH2:44][CH:45]([CH3:47])[CH3:46])[CH3:43])=[CH:34][CH:35]=1)[C:4]1[CH:9]=[C:8]([O:10][CH3:11])[CH:7]=[CH:6][C:5]=1[CH:12]1[CH2:21][CH2:20][C:19]2[CH:18]=[C:17]([OH:22])[CH:16]=[CH:15][C:14]=2[CH2:13]1)[CH3:2]. Reported procedure: Synthesized from pivalic acid 6-{2-[ethyl(4-hydroxybenzoyl)amino]-4-methoxyphenyl}-5,6,7,8-tetrahydronaphthalen-2-yl ester (20 mg) and 2-chloro-N-isobutyl-N-methylacetamide (13 mg) according to an analogous synthetic method to Example 404 and purified by LC-MS, the title compound (8.0 mg) was obtained.